From a dataset of the Open Reaction Database (ORD), a public repository of structured organic reaction records. describe an organic reaction: reactants, conditions, products, and yield The reactants are O=C([O-])[O-], CC#N, CCO, CNCc1cnc2ccccc2n1, [K+], [K+], O=[N+]([O-])c1ccc(OCCCI)cc1. The product is CN(CCCOc1ccc([N+](=O)[O-])cc1)Cc1cnc2ccccc2n1. Reaction SMILES: [C:14](=[O:15])([O-:16])[O-:17].[C:37](#[N:38])[CH3:39].[CH2:34]([OH:35])[CH3:36].[CH3:1][NH:2][CH2:3][c:4]1[n:5][c:6]2[cH:7][cH:8][cH:9][cH:10][c:11]2[n:12][cH:13]1.[K+:18].[K+:19].[N+:20](=[O:21])([O-:22])[c:23]1[cH:24][cH:25][c:26]([O:27][CH2:28][CH2:29][CH2:30][I:31])[cH:32][cH:33]1>>[CH3:1][N:2]([CH2:3][c:4]1[n:5][c:6]2[cH:7][cH:8][cH:9][cH:10][c:11]2[n:12][cH:13]1)[CH2:30][CH2:29][CH2:28][O:27][c:26]1[cH:25][cH:24][c:23]([N+:20](=[O:21])[O-:22])[cH:33][cH:32]1. Starting materials: C1CC(=O)N(C1=O)OC(=O)OCC2C3=CC=CC=C3C4=CC=CC=C24 (Fmoc-Osu), N[C@@H](CC(=O)O)C(=O)O (aspartic acid), C(=O)([O-])[O-].[Na+].[Na+] (Na2CO3), ice water, Cl (HCl), C(=O)([O-])[O-].[Na+].[Na+] (Na2CO3). Solvent: O (water), O1CCOCC1 (dioxane). Reaction conditions: time 2 hour. Yields the product C(=O)(OCC1C2=CC=CC=C2C2=CC=CC=C12)N[C@@H](CC(=O)O)C(=O)O (Fmoc-aspartic acid). Yield: 71.0%. As a reaction SMILES: C1C(=O)N([O:8][C:9]([O:11][CH2:12][CH:13]2[C:25]3[C:20](=[CH:21][CH:22]=[CH:23][CH:24]=3)[C:19]3[C:14]2=[CH:15][CH:16]=[CH:17][CH:18]=3)=O)C(=O)C1.[NH2:26][C@H:27]([C:32]([OH:34])=[O:33])[CH2:28][C:29]([OH:31])=[O:30].C([O-])([O-])=O.[Na+].[Na+].Cl>O.O1CCOCC1>[C:9]([NH:26][C@H:27]([C:32]([OH:34])=[O:33])[CH2:28][C:29]([OH:31])=[O:30])([O:11][CH2:12][CH:13]1[C:14]2[C:19](=[CH:18][CH:17]=[CH:16][CH:15]=2)[C:20]2[C:25]1=[CH:24][CH:23]=[CH:22][CH:21]=2)=[O:8] |f:2.3.4|. Procedure: Forty-five g (0.134 M, 0.96 eq) of Fmoc-Osu was added to 20 g (0.15 M, 1 eq) of aspartic acid and 20 g of Na2CO3 dissolved in 400 mL of water and 200 mL of dioxane. The mixture was stirred for 2 hrs while the pH was maintained at about 9 by the addition of small amounts of Na2CO3. Then the cloudy white mixture was poured into 500 mL of ice water containing 40 mL of conc HCl. The white solid was extracted with 500 mL EtOAc and this was mixed with 500 mL of hexane. The mixture was chilled overnigh... Product: CC(CC1=CC(=NN1CCC)C(=O)N)(C)S(=O)(=O)C (5-[2-methyl-2-(methylsulfonyl)propyl]-1-propyl-1H-pyrazole-3-carboxamide). Procedure: A pressure vessel containing ethyl 5-[2-methyl-2-(methylsulfonyl)propyl]-1-propyl-1H-pyrazole-3-carboxylate (9.4 g, 29.7 mmol) and ammonia (50 mL of a 7 N solution in methanol), and the vessel was sealed and heated at 150° C. for 41 hours and allowed to cool to room temperature. The volatiles were removed under reduced pressure to provide 8.5 g of 5-[2-methyl-2-(methylsulfonyl)propyl]-1-propyl-1H-pyrazole-3-carboxamide as a brown oil. Conditions: temperature 150 celsius. Run in CO (methanol). Reaction SMILES: [CH3:1][C:2]([S:18]([CH3:21])(=[O:20])=[O:19])([CH3:17])[CH2:3][C:4]1[N:8]([CH2:9][CH2:10][CH3:11])[N:7]=[C:6]([C:12](OCC)=[O:13])[CH:5]=1.[NH3:22]>CO>[CH3:1][C:2]([S:18]([CH3:21])(=[O:20])=[O:19])([CH3:17])[CH2:3][C:4]1[N:8]([CH2:9][CH2:10][CH3:11])[N:7]=[C:6]([C:12]([NH2:22])=[O:13])[CH:5]=1. Starting materials: CC(CC1=CC(=NN1CCC)C(=O)OCC)(C)S(=O)(=O)C (ethyl 5-[2-methyl-2-(methylsulfonyl)propyl]-1-propyl-1H-pyrazole-3-carboxylate), N (ammonia), solution.